From a dataset of the Open Reaction Database (ORD), a public repository of structured organic reaction records. describe an organic reaction: reactants, conditions, products, and yield Yields the product OC1C(C(CCC1)=NO)(C)C (3-Hydroxy-2,2-dimethylcyclohexanone oxime). The yield is 101.8%. Reaction SMILES: [OH:1][CH:2]1[CH2:7][CH2:6][CH2:5][C:4](=O)[C:3]1([CH3:10])[CH3:9].Cl.[NH2:12][OH:13].C(=O)([O-])[O-].[Na+].[Na+]>CCO.O>[OH:1][CH:2]1[CH2:7][CH2:6][CH2:5][C:4](=[N:12][OH:13])[C:3]1([CH3:10])[CH3:9] |f:1.2,3.4.5|. Run in CCO (EtOH), O (water). Conditions: temperature 25 celsius, time 6 hour. Reactants: OC1C(C(CCC1)=O)(C)C (3-hydroxy-2,2-dimethylcyclohexanone), Cl.NO (hydroxylamine hydrochloride), C([O-])([O-])=O.[Na+].[Na+] (sodium carbonate). Procedure details: A mixture of 3-hydroxy-2,2-dimethylcyclohexanone (1.6 g, crude), hydroxylamine hydrochloride (2.98 g, 42.9 mmol) and sodium carbonate (4.54 g, 42.9 mmol) in EtOH (30 mL) and water (3 mL) was stirred at 25° C. for 6 h. The organic solvents were removed under reduced pressure and the residue was extracted with ethyl acetate (2×200 mL). The combined organic layers were washed with brine, dried over anhydrous sodium sulfate and concentrated to afford the title compound (1.8 g, crude). MS (ESI) m/z 1... As a reaction SMILES: [CH2:45]([Cl:46])[Cl:47].[CH:1]1([c:7]2[n:8][c:9]3[c:10]([n:11]2[CH2:12][c:13]2[cH:14][cH:15][c:16](-[c:19]4[c:20]([C:25](=[O:26])[O:27][C:28]([CH3:29])([CH3:30])[CH3:31])[cH:21][cH:22][cH:23][cH:24]4)[cH:17][cH:18]2)[cH:32][c:33]([CH3:37])[c:34]([CH3:36])[cH:35]3)[CH2:2][CH2:3][CH2:4][CH2:5][CH2:6]1.[OH:38][C:39]([C:40]([F:41])([F:42])[F:43])=[O:44]>>[CH:1]1([c:7]2[n:8][c:9]3[c:10]([n:11]2[CH2:12][c:13]2[cH:14][cH:15][c:16](-[c:19]4[c:20]([C:25](=[O:26])[OH:27])[cH:21][cH:22][cH:23][cH:24]4)[cH:17][cH:18]2)[cH:32][c:33]([CH3:37])[c:34]([CH3:36])[cH:35]3)[CH2:2][CH2:3][CH2:4][CH2:5][CH2:6]1. Product: Cc1cc2nc(C3CCCCC3)n(Cc3ccc(-c4ccccc4C(=O)O)cc3)c2cc1C. The reactants are ClCCl, Cc1cc2nc(C3CCCCC3)n(Cc3ccc(-c4ccccc4C(=O)OC(C)(C)C)cc3)c2cc1C, O=C(O)C(F)(F)F. Reported procedure: To toluene 1.6 mL solution of tert-butyl 4-bromo-2-(4-fluoroanilino)benzoate 70 mg were added ethanol 0.60 mL, water 0.30 mL, 4-(dimethylamino)phenylboronic acid 47 mg, sodium hydrogen carbonate 48 mg and tetrakis(triphenylphosphine)palladium(0) 11 mg at room temperature, and it was heated and refluxed for 6 hours. After the reaction mixture was cooled to room temperature, ethyl acetate and water were added to it. The organic layer was separated and collected,dried over anhydrous magnesium sulfa... As a reaction SMILES: C1(C)C=CC=CC=1.Br[C:9]1[CH:21]=[CH:20][C:12]([C:13]([O:15][C:16]([CH3:19])([CH3:18])[CH3:17])=[O:14])=[C:11]([NH:22][C:23]2[CH:28]=[CH:27][C:26]([F:29])=[CH:25][CH:24]=2)[CH:10]=1.[CH3:30][N:31]([CH3:41])[C:32]1[CH:37]=[CH:36][C:35](B(O)O)=[CH:34][CH:33]=1.C(=O)([O-])O.[Na+]>C1C=CC([P]([Pd]([P](C2C=CC=CC=2)(C2C=CC=CC=2)C2C=CC=CC=2)([P](C2C=CC=CC=2)(C2C=CC=CC=2)C2C=CC=CC=2)[P](C2C=CC=CC=2)(C2C=CC=CC=2)C2C=CC=CC=2)(C2C=CC=CC=2)C2C=CC=CC=2)=CC=1.O.C(OCC)(=O)C.C(O)C>[CH3:30][N:31]([CH3:41])[C:32]1[CH:37]=[CH:36][C:35]([C:9]2[CH:21]=[CH:20][C:12]([C:13]([O:15][C:16]([CH3:19])([CH3:18])[CH3:17])=[O:14])=[C:11]([NH:22][C:23]3[CH:28]=[CH:27][C:26]([F:29])=[CH:25][CH:24]=3)[CH:10]=2)=[CH:34][CH:33]=1 |f:3.4,^1:50,52,71,90|. Reagents/catalysts: C=1C=CC(=CC1)[P](C=2C=CC=CC2)(C=3C=CC=CC3)[Pd]([P](C=4C=CC=CC4)(C=5C=CC=CC5)C=6C=CC=CC6)([P](C=7C=CC=CC7)(C=8C=CC=CC8)C=9C=CC=CC9)[P](C=1C=CC=CC1)(C=1C=CC=CC1)C=1C=CC=CC1 (tetrakis(triphenylphosphine)palladium(0)). The product is CN(C1=CC=C(C=C1)C1=CC(=C(C(=O)OC(C)(C)C)C=C1)NC1=CC=C(C=C1)F)C (tert-butyl 4-(4-(dimethylamino)phenyl)-2-(4-fluoroanilino)benzoate). The reactants are C1(=CC=CC=C1)C (toluene), BrC1=CC(=C(C(=O)OC(C)(C)C)C=C1)NC1=CC=C(C=C1)F (tert-butyl 4-bromo-2-(4-fluoroanilino)benzoate), CN(C1=CC=C(C=C1)B(O)O)C (4-(dimethylamino)phenylboronic acid), C(O)([O-])=O.[Na+] (sodium hydrogen carbonate). Run in O (water), C(C)O (ethanol), O (water), C(C)(=O)OCC (ethyl acetate).